Dataset: the Open Reaction Database (ORD), a public repository of structured organic reaction records. Task: describe an organic reaction: reactants, conditions, products, and yield Reactants: CCOC(=O)C=CCP(=O)(OCC)OCC, CCC(=O)c1cc(OCOC)ccc1OC. Product: CCOC(=O)C=CC=C(CC)c1cc(OCOC)ccc1OC. Reaction SMILES: [CH2:17]([O:18][P:19]([O:20][CH2:21][CH3:22])(=[O:23])[CH2:25][CH:26]=[CH:27][C:28](=[O:29])[O:30][CH2:31][CH3:32])[CH3:24].[CH3:1][O:2][CH2:3][O:4][c:5]1[cH:6][cH:7][c:8]([O:15][CH3:16])[c:9]([C:11]([CH2:12][CH3:13])=[O:14])[cH:10]1>>[CH3:1][O:2][CH2:3][O:4][c:5]1[cH:6][cH:7][c:8]([O:15][CH3:16])[c:9]([C:11]([CH2:12][CH3:13])=[CH:25][CH:26]=[CH:27][C:28](=[O:29])[O:30][CH2:31][CH3:32])[cH:10]1. Reactants: CC(=O)C1=CC=C(C=C1)OC2=CC=CC=C2 (4-phenoxyacetophenone), C[Si](C1SCCCS1)(C)C (2-Trimethylsilyl-1,3-dithiane), CCCCCC (hexane), C(CCC)[Li] (n-butyl lithium), [Cl-].[Na+] (sodium chloride). Run in O1CCCC1 (tetrahydrofuran), O1CCCC1 (tetrahydrofuran). Conditions: time 30 minute. Yields the product O(C1=CC=CC=C1)C1=CC=C(C=C1)C(C)=C1SCCCS1 (2-{1-(4-Phenoxyphenyl)ethan-1-ylidene}-1,3-dithiane). Yield: 85.9%. As a reaction SMILES: C[Si](C)(C)[CH:3]1[S:8][CH2:7][CH2:6][CH2:5][S:4]1.CCCCCC.C([Li])CCC.[CH3:22][C:23]([C:25]1[CH:30]=[CH:29][C:28]([O:31][C:32]2[CH:37]=[CH:36][CH:35]=[CH:34][CH:33]=2)=[CH:27][CH:26]=1)=O.[Cl-].[Na+]>O1CCCC1>[O:31]([C:28]1[CH:27]=[CH:26][C:25]([C:23](=[C:3]2[S:8][CH2:7][CH2:6][CH2:5][S:4]2)[CH3:22])=[CH:30][CH:29]=1)[C:32]1[CH:33]=[CH:34][CH:35]=[CH:36][CH:37]=1 |f:4.5|. Procedure: 2-Trimethylsilyl-1,3-dithiane, 1.92 g, was dissolved in 20 ml of tetrahydrofuran and 6.3 ml of 1.6 mole hexane solution of n-butyl lithium was dropwise added to the solution in an argon flow under ice cooling. The mixture was stirred at the same temperature for 30 minutes. Then, a solution of 2.33 g of 4-phenoxyacetophenone in 10 ml of tetrahydrofuran was dropwise added under ice cooling followed by stirring at the same temperature for 30 minutes and at room temperature for an hour. After satura...